This data is from the Open Reaction Database (ORD), a public repository of structured organic reaction records. The task is: describe an organic reaction: reactants, conditions, products, and yield The reactants are NC1=CC=C(C=O)C=C1 (4-amino-benzaldehyde), N1=CC=CC=C1 (pyridine), [N+](=O)([O-])C=1C=C(C=CC1)C1=NC2=C(N1)C=CC(=C2)C(=O)N (2-(3-Nitro-phenyl)-1H-benzoimidazole-5-carboxylic acid amide), ClC=1C=C(C=CC1Cl)S(=O)(=O)Cl (3,4-dichlorobenzenesulfonyl chloride). Solvent: C(Cl)Cl (CH2Cl2). Conditions: time 16 hour. Yields the product ClC=1C=C(C=CC1Cl)S(=O)(=O)NC1=CC=C(C=C1)C=O (3,4-dichloro-N-(4-formyl-phenyl)-benzenesulfonamide). The yield is 72.0%. RXN SMILES: [N+](C1C=C(C2[NH:14][C:13]3[CH:15]=[CH:16][C:17]([C:19](N)=[O:20])=[CH:18][C:12]=3N=2)C=CC=1)([O-])=O.NC1C=CC(C=O)=CC=1.N1C=CC=CC=1.[Cl:37][C:38]1[CH:39]=[C:40]([S:45](Cl)(=[O:47])=[O:46])[CH:41]=[CH:42][C:43]=1[Cl:44]>C(Cl)Cl>[Cl:37][C:38]1[CH:39]=[C:40]([S:45]([NH:14][C:13]2[CH:12]=[CH:18][C:17]([CH:19]=[O:20])=[CH:16][CH:15]=2)(=[O:46])=[O:47])[CH:41]=[CH:42][C:43]=1[Cl:44]. Procedure: 2-(3-Nitro-phenyl)-1H-benzoimidazole-5-carboxylic acid amide. To a flask containing crude 4-amino-benzaldehyde (100 mg, 0.82 mmol), pyridine (0.15 mL, 1.87 mmol) and CH2Cl2 (4 mL), was added 3,4-dichlorobenzenesulfonyl chloride (184 mg, 0.75 mmol). The mixture was stirred for 16 h at room temperature, and was then cooled and concentrated. The crude product was purified by silica gel flash chromatography (eluted with 5% methanol/CH2Cl2) to provide 179 mg (72%) of 3,4-dichloro-N-(4-formyl-phenyl)-...